From a dataset of the Open Reaction Database (ORD), a public repository of structured organic reaction records. describe an organic reaction: reactants, conditions, products, and yield The reactants are C1(=CC=CC=2C(=CC=CC12)S(=O)(=O)O)S(=O)(=O)O.ClC1=CC=C(OC(C(=O)C2=C(C=C(C=C2)Cl)Cl)N2N=CN=C2)C=C1 (1-(4-chlorophenoxy)-2-(2,4-dichlorophenyl)-1-(1,2,4-triazol-1-yl)-ethan-2-one naphthalene-1,5-disulphonate), Cl (hydrochloride), C([O-])(O)=O.[Na+] (sodium bicarbonate), Cl (hydrochloric acid). The solvent is C(C)(=O)OCC (ethyl acetate). The product is Cl.ClC1=CC=C(OC(C(=O)C2=C(C=C(C=C2)Cl)Cl)N2N=CN=C2)C=C1 (1-(4-Chlorophenoxy)-2-(2,4-dichlorophenyl)-1-(1,2,4-triazol-1-yl)-ethan-2-one hydrochloride). RXN SMILES: C1(S(O)(=O)=O)C2C=CC=C(S(O)(=O)=O)C=2C=CC=1.[Cl:19][C:20]1[CH:42]=[CH:41][C:23]([O:24][CH:25]([N:36]2[CH:40]=[N:39][CH:38]=[N:37]2)[C:26]([C:28]2[CH:33]=[CH:32][C:31]([Cl:34])=[CH:30][C:29]=2[Cl:35])=[O:27])=[CH:22][CH:21]=1.C(=O)(O)[O-].[Na+].Cl>C(OCC)(=O)C>[ClH:19].[Cl:19][C:20]1[CH:21]=[CH:22][C:23]([O:24][CH:25]([N:36]2[CH:40]=[N:39][CH:38]=[N:37]2)[C:26]([C:28]2[CH:33]=[CH:32][C:31]([Cl:34])=[CH:30][C:29]=2[Cl:35])=[O:27])=[CH:41][CH:42]=1 |f:0.1,2.3,6.7|. Procedure details: The base was liberated from the 1-(4-chlorophenoxy)-2-(2,4-dichlorophenyl)-1-(1,2,4-triazol-1-yl)-ethan-2-one naphthalene-1,5-disulphonate, obtained according to Example 1, by adding sodium bicarbonate solution, and was taken up in ethyl acetate and converted, with ethereal hydrochloric acid, into the hydrochloride, which crystallized out after standing for a long time in ether. 1-(4-Chlorophenoxy)-2-(2,4-dichlorophenyl)-1-(1,2,4-triazol-1-yl)-ethan-2-one hydrochloride of melting point 138°-140°...